From a dataset of the Open Reaction Database (ORD), a public repository of structured organic reaction records. describe an organic reaction: reactants, conditions, products, and yield Starting materials: ice water, ClC1=NC=CC=C1C=NO (2-chloropyridine-3-carboxaldehyde oxime), Cl (hydrochloric acid), ClN1C(CCC1=O)=O (N-chlorosuccinimide). Solvent: CN(C=O)C (N,N-dimethylformamide). Run at time 3 hour. Yields the product ClC(=NO)C=1C(=NC=CC1)Cl (Chloro(2-chloro(3-pyridyl))(hydroxyimino)methane). Yield: 98.2%. As a reaction SMILES: [Cl:1][C:2]1[C:7]([CH:8]=[N:9][OH:10])=[CH:6][CH:5]=[CH:4][N:3]=1.[Cl:11]N1C(=O)CCC1=O.Cl>CN(C)C=O>[Cl:11][C:8]([C:7]1[C:2]([Cl:1])=[N:3][CH:4]=[CH:5][CH:6]=1)=[N:9][OH:10]. Procedure details: Dissolve 2-chloropyridine-3-carboxaldehyde oxime (2.50 g, 0.016 mol) in N,N-dimethylformamide (20 mL). Add N-chlorosuccinimide (2.14 g, 0.016 mol) in small portions along with a small amount of gaseous hydrochloric acid. Stir for 3 hours. When TLC analysis indicates the reaction to be complete, pour into ice/water. Extract with diethyl ether and wash the combined extracts with water and dry over sodium sulfate. Concentrate the extracts to give 3.00 g (98%) of crude product as an off white solid.... Starting materials: COc1ccccc1N1CCN(Cc2ccccc2)C(CNC(=O)c2ccc(NS(C)(=O)=O)cc2)C1, Cl, [OH-], [OH-], [Pd+2]. Yields the product COc1ccccc1N1CCNC(CNC(=O)c2ccc(NS(C)(=O)=O)cc2)C1, Cl. As a reaction SMILES: [CH3:2][O:3][c:4]1[c:5]([N:10]2[CH2:11][CH:12]([CH2:23][NH:24][C:25]([c:26]3[cH:27][cH:28][c:29]([NH:32][S:33](=[O:34])(=[O:35])[CH3:36])[cH:30][cH:31]3)=[O:37])[N:13]([CH2:16][c:17]3[cH:18][cH:19][cH:20][cH:21][cH:22]3)[CH2:14][CH2:15]2)[cH:6][cH:7][cH:8][cH:9]1.[ClH:1].[OH-:38].[OH-:39].[Pd+2:40]>>[CH3:2][O:3][c:4]1[c:5]([N:10]2[CH2:11][CH:12]([CH2:23][NH:24][C:25]([c:26]3[cH:27][cH:28][c:29]([NH:32][S:33](=[O:34])(=[O:35])[CH3:36])[cH:30][cH:31]3)=[O:37])[NH:13][CH2:14][CH2:15]2)[cH:6][cH:7][cH:8][cH:9]1.[ClH:1]. Reactants: FC=1C=C(C=CC1)C=1C=CC(=NC1)/C=C/C=O ((E)-3-[5-(3-fluorophenyl)pyridin-2-yl]propenal), O[C@H]1C[C@H](NC1)C(=O)O ((2S,4S)-4-hydroxypyrrolidine-2-carboxylic acid), CN1C(C=CC1=O)=O (N-methylmaleimide). The solvent is CC#N (MeCN). Yields the product FC=1C=C(C=CC1)C=1C=CC(=NC1)/C=C/C1[C@@H]2C(C3CC(CN13)O)C(N(C2=O)C)=O ((S)-4-{(E)-2-[5-(3-Fluorophenyl)pyridin-2-yl]vinyl}-7-hydroxy-2-methylhexahydropyrrolo[3,4-a]pyrrolizine-1,3-dione). RXN SMILES: [F:1][C:2]1[CH:3]=[C:4]([C:8]2[CH:9]=[CH:10][C:11](/[CH:14]=[CH:15]/[CH:16]=O)=[N:12][CH:13]=2)[CH:5]=[CH:6][CH:7]=1.[OH:18][C@@H:19]1[CH2:23][NH:22][C@H:21]([C:24](O)=O)[CH2:20]1.[CH3:27][N:28]1[C:32](=[O:33])C=[CH:30][C:29]1=[O:34]>CC#N>[F:1][C:2]1[CH:3]=[C:4]([C:8]2[CH:9]=[CH:10][C:11](/[CH:14]=[CH:15]/[CH:16]3[N:22]4[CH:21]([CH2:20][CH:19]([OH:18])[CH2:23]4)[CH:24]4[C:32](=[O:33])[N:28]([CH3:27])[C:29](=[O:34])[C@H:30]34)=[N:12][CH:13]=2)[CH:5]=[CH:6][CH:7]=1. Reported procedure: A mixture of 100 mg of (E)-3-[5-(3-fluorophenyl)pyridin-2-yl]propenal, 64 mg of (2S,4S)-4-hydroxypyrrolidine-2-carboxylic acid, 54 mg of N-methylmaleimide and 4 ml of MeCN is heated at the boil for 4 h. The volatile components are removed under reduced pressure and the residue is purified by column chromatography (silica gel, MeOH:DCM=5:95). In this manner, 4 pure fractions are isolated as racemic mixtures.